The task is: describe an organic reaction: reactants, conditions, products, and yield. This data is from the Open Reaction Database (ORD), a public repository of structured organic reaction records. Starting materials: COC1=CC=C(C=C1)NC1=NC=NC(=C1)OC1=CC=C(C=C1)[N+](=O)[O-] ((4-Methoxy-phenyl)-[6-(4-nitro-phenoxy)-pyrimidin-4-yl]-amine), CO.C(Cl)Cl (MeOH CH2Cl2). The reagents and catalysts are [Ni] (Ni). The solvent is C1CCOC1.CCO (THF EtOH). The product is NC1=CC=C(OC2=CC(=NC=N2)NC2=CC=C(C=C2)OC)C=C1 ([6-(4-Amino-phenoxy)-pyrimidin-4-yl]-(4-methoxy-phenyl)-amine). RXN SMILES: [CH3:1][O:2][C:3]1[CH:8]=[CH:7][C:6]([NH:9][C:10]2[CH:15]=[C:14]([O:16][C:17]3[CH:22]=[CH:21][C:20]([N+:23]([O-])=O)=[CH:19][CH:18]=3)[N:13]=[CH:12][N:11]=2)=[CH:5][CH:4]=1.CO.C(Cl)Cl>C1COCC1.CCO.[Ni]>[NH2:23][C:20]1[CH:21]=[CH:22][C:17]([O:16][C:14]2[N:13]=[CH:12][N:11]=[C:10]([NH:9][C:6]3[CH:7]=[CH:8][C:3]([O:2][CH3:1])=[CH:4][CH:5]=3)[CH:15]=2)=[CH:18][CH:19]=1 |f:1.2,3.4|. Reported procedure: (4-Methoxy-phenyl)-[6-(4-nitro-phenoxy)-pyrimidin-4-yl]-amine (Stage 47.2; 1.06 g, 3.13 mmol) dissolved in THF/EtOH (1:2; 27 mL) is hydrogenated in the presence of Raney-Ni (0.2 g) during 36 h. After filtering off the catalyst and washing with EtOH (20 mL), the solvent is evaporated under reduced pressure and flash chromatographed (silica gel, 4.5×26 cm, MeOH/CH2Cl2=5:95) giving a white solid: M+H=309.1; 1H-NMR (400 MHz, DMSO-d6): 9.23 (s, 1H, NH-pyrimidinyl), 8.22 (s, 1H, pyrimidine), 7.40/6.85...